Dataset: the Open Reaction Database (ORD), a public repository of structured organic reaction records. Task: describe an organic reaction: reactants, conditions, products, and yield Starting materials: [Na], CN(C)C=O, Cc1cc(Cl)nc(NC(C)c2ccccc2)n1, c1ccc2[nH]cnc2c1. Yields the product Cc1cc(-n2cnc3ccccc32)nc(NC(C)c2ccccc2)n1. As a reaction SMILES: [Na:18].[O:28]=[CH:29][N:30]([CH3:31])[CH3:32].[c:1]1([CH:7]([CH3:8])[NH:9][c:10]2[n:11][c:12]([CH3:17])[cH:13][c:14]([Cl:16])[n:15]2)[cH:2][cH:3][cH:4][cH:5][cH:6]1.[n:19]1[cH:20][nH:21][c:22]2[c:23]1[cH:24][cH:25][cH:26][cH:27]2>>[c:1]1([CH:7]([CH3:8])[NH:9][c:10]2[n:11][c:12]([CH3:17])[cH:13][c:14](-[n:19]3[cH:20][n:21][c:22]4[c:23]3[cH:24][cH:25][cH:26][cH:27]4)[n:15]2)[cH:2][cH:3][cH:4][cH:5][cH:6]1. Reactants: O=C1OCC(Cc2ccccc2)N1C(Cc1ccc(OCc2ccccc2)cc1)Oc1ccccc1, CCOC(C)=O. Product: O=C1OCC(Cc2ccccc2)N1C(Cc1ccc(O)cc1)Oc1ccccc1. RXN SMILES: [CH2:1]([c:2]1[cH:3][cH:4][cH:5][cH:6][cH:7]1)[CH:8]1[N:9]([CH:14]([CH2:15][c:16]2[cH:17][cH:18][c:19]([O:22][CH2:23][c:24]3[cH:25][cH:26][cH:27][cH:28][cH:29]3)[cH:20][cH:21]2)[O:30][c:31]2[cH:32][cH:33][cH:34][cH:35][cH:36]2)[C:10](=[O:13])[O:11][CH2:12]1.[CH3:37][CH2:38][O:39][C:40](=[O:41])[CH3:42]>>[CH2:1]([c:2]1[cH:3][cH:4][cH:5][cH:6][cH:7]1)[CH:8]1[N:9]([CH:14]([CH2:15][c:16]2[cH:17][cH:18][c:19]([OH:22])[cH:20][cH:21]2)[O:30][c:31]2[cH:32][cH:33][cH:34][cH:35][cH:36]2)[C:10](=[O:13])[O:11][CH2:12]1. Reactants: N(=NC(=O)OC(C)(C)C)C(=O)OC(C)(C)C (di-tert-butyl azodicarboxylate), C1(=CC=CC=C1)P(C1=CC=CC=C1)C1=CC=CC=C1 (Triphenylphosphine), N1N=CC(=C1)/C=C/C(=O)OC ((E)-methyl 3-(1H-pyrazol-4-yl)acrylate), CN1CCC(CC1)CO (N-methyl-4-hydroxymethyl-piperidine). Solvent: O1CCCC1 (tetrahydrofuran). Conditions: time 8 hour. Yields the product CN1CCC(CC1)CN1N=CC(=C1)/C=C/C(=O)OC ((E)-methyl 3-(1-((1-methylpiperidin-4-yl)methyl)-1H-pyrazol-4-yl)acrylate). Yield: 84.0%. Reaction SMILES: C1(P(C2C=CC=CC=2)C2C=CC=CC=2)C=CC=CC=1.[NH:20]1[CH:24]=[C:23](/[CH:25]=[CH:26]/[C:27]([O:29][CH3:30])=[O:28])[CH:22]=[N:21]1.[CH3:31][N:32]1[CH2:37][CH2:36][CH:35]([CH2:38]O)[CH2:34][CH2:33]1.N(C(OC(C)(C)C)=O)=NC(OC(C)(C)C)=O>O1CCCC1>[CH3:31][N:32]1[CH2:37][CH2:36][CH:35]([CH2:38][N:20]2[CH:24]=[C:23](/[CH:25]=[CH:26]/[C:27]([O:29][CH3:30])=[O:28])[CH:22]=[N:21]2)[CH2:34][CH2:33]1. Reported procedure: Triphenylphosphine (393 mg, 1.5 mmol) and (E)-methyl 3-(1H-pyrazol-4-yl)acrylate, prepared as described above, (12 mg, 1 mmol) were added to a solution of N-methyl-4-hydroxymethyl-piperidine (165 mg, 1.25 mmol) in tetrahydrofuran (THF, 2 mL). After addition of di-tert-butyl azodicarboxylate (345 mg, 1.5 mmol), the reaction was stirred overnight at room temperature. Solvents were evaporated under reduced pressure and the residue was purified by silica gel chromatography using a gradient of Hexane...